The task is: describe an organic reaction: reactants, conditions, products, and yield. This data is from the Open Reaction Database (ORD), a public repository of structured organic reaction records. Starting materials: CCc1ccc(Br)cc1, O=Cc1ccccc1OCc1ccccc1, [Cl-], [Mg], [NH4+], C1CCOC1. Product: CCc1ccc(C(O)c2ccccc2OCc2ccccc2)cc1. Reaction SMILES: [Br:1][c:2]1[cH:3][cH:4][c:5]([CH2:8][CH3:9])[cH:6][cH:7]1.[CH2:11]([c:12]1[cH:13][cH:14][cH:15][cH:16][cH:17]1)[O:18][c:19]1[c:20]([CH:21]=[O:22])[cH:23][cH:24][cH:25][cH:26]1.[Cl-:27].[Mg:10].[NH4+:28].[O:29]1[CH2:30][CH2:31][CH2:32][CH2:33]1>>[c:2]1([CH:21]([c:20]2[c:19]([O:18][CH2:11][c:12]3[cH:13][cH:14][cH:15][cH:16][cH:17]3)[cH:26][cH:25][cH:24][cH:23]2)[OH:22])[cH:3][cH:4][c:5]([CH2:8][CH3:9])[cH:6][cH:7]1. Reactants: C(#N)C1=NC=CC=C1 (2-cyanopyridine), C(C)(=O)O (acetic acid), C[O-].[Na+] (Sodium methoxide). Solvent: CO (methanol). Reaction conditions: time 6 hour. The product is crude product, N1=C(C=CC=C1)C(OC)=N (methyl 2 pyridinecarboximidate). RXN SMILES: [C:1]([C:3]1[CH:8]=[CH:7][CH:6]=[CH:5][N:4]=1)#[N:2].C[O-].[Na+].[C:12](O)(=[O:14])C>CO>[N:4]1[CH:5]=[CH:6][CH:7]=[CH:8][C:3]=1[C:1](=[NH:2])[O:14][CH3:12] |f:1.2|. Procedure details: 2-cyanopyridine (10.0 g, 96.1 mmol) was dissolved in methanol (50 ml). Sodium methoxide (0.26 g, 4.8 mmol) was added to the solution, and reaction was conducted for 6 hours at room temperature. After the reaction was completed, acetic acid (0.32 g, 5.3 mmol) was added to neutralize the reaction solution, and the solution was concentrated under reduced pressure. Diethyl ether (50 ml) was added to the concentrated residue, and diethyl ether insoluble products were removed by filtration. The filtra... Starting materials: CC(NC(=O)OC(C)(C)C)c1ccc(Br)cc1, CC(C)(C)P(c1ccccc1-c1ccccc1)C(C)(C)C, C1COCCO1, CC(C)(C)[O-], c1cc(OC2CNC2)ccc1OCC1CC1, O=C(C=Cc1ccccc1)C=Cc1ccccc1, O=C(C=Cc1ccccc1)C=Cc1ccccc1, O=C(C=Cc1ccccc1)C=Cc1ccccc1, [Na+], [Pd], [Pd]. Product: CC(NC(=O)OC(C)(C)C)c1ccc(N2CC(Oc3ccc(OCC4CC4)cc3)C2)cc1. Reaction SMILES: [C:17]([CH3:18])([CH3:19])([CH3:20])[O:21][C:22]([NH:23][CH:24]([CH3:25])[c:26]1[cH:27][cH:28][c:29]([Br:32])[cH:30][cH:31]1)=[O:33].[C:40]([P:41]([C:42]([CH3:43])([CH3:44])[CH3:45])[c:46]1[cH:47][cH:48][cH:49][cH:50][c:51]1-[c:52]1[cH:53][cH:54][cH:55][cH:56][cH:57]1)([CH3:58])([CH3:59])[CH3:60].[CH2:117]1[O:118][CH2:119][CH2:120][O:121][CH2:122]1.[CH3:34][C:35]([CH3:36])([O-:37])[CH3:38].[CH:1]1([CH2:4][O:5][c:6]2[cH:7][cH:8][c:9]([O:10][CH:11]3[CH2:12][NH:13][CH2:14]3)[cH:15][cH:16]2)[CH2:2][CH2:3]1.[CH:63](=[CH:64][C:65]([CH:66]=[CH:67][c:68]1[cH:69][cH:70][cH:71][cH:72][cH:73]1)=[O:74])[c:75]1[cH:76][cH:77][cH:78][cH:79][cH:80]1.[CH:81](=[CH:82][C:83]([CH:84]=[CH:85][c:86]1[cH:87][cH:88][cH:89][cH:90][cH:91]1)=[O:92])[c:93]1[cH:94][cH:95][cH:96][cH:97][cH:98]1.[CH:99](=[CH:100][C:101]([CH:102]=[CH:103][c:104]1[cH:105][cH:106][cH:107][cH:108][cH:109]1)=[O:110])[c:111]1[cH:112][cH:113][cH:114][cH:115][cH:116]1.[Na+:39].[Pd:61].[Pd:62]>>[CH:1]1([CH2:4][O:5][c:6]2[cH:7][cH:8][c:9]([O:10][CH:11]3[CH2:12][N:13]([c:29]4[cH:28][cH:27][c:26]([CH:24]([NH:23][C:22]([O:21][C:17]([CH3:18])([CH3:19])[CH3:20])=[O:33])[CH3:25])[cH:31][cH:30]4)[CH2:14]3)[cH:15][cH:16]2)[CH2:2][CH2:3]1. The reactants are COc1cc(C=O)c(C(=O)c2ccnc(Br)c2)cc1OC, CC(=O)[O-], [O-]Cl, Cl, [Na+], C1COCCO1, O, Oc1cccc(O)c1. Yields the product COc1cc(C(=O)O)c(C(=O)c2ccnc(Br)c2)cc1OC. As a reaction SMILES: [CH3:1][O:2][c:3]1[cH:4][c:5]([CH:6]=[O:7])[c:8]([C:13]([c:14]2[cH:15][c:16]([Br:20])[n:17][cH:18][cH:19]2)=[O:21])[cH:9][c:10]1[O:11][CH3:12].[CH3:40][C:41](=[O:42])[O-:43].[Cl:30][O-:31].[ClH:33].[Na+:32].[O:34]1[CH2:35][CH2:36][O:37][CH2:38][CH2:39]1.[OH2:44].[OH:22][c:23]1[cH:24][c:25]([OH:26])[cH:27][cH:28][cH:29]1>>[CH3:1][O:2][c:3]1[cH:4][c:5]([C:6](=[O:7])[OH:22])[c:8]([C:13]([c:14]2[cH:15][c:16]([Br:20])[n:17][cH:18][cH:19]2)=[O:21])[cH:9][c:10]1[O:11][CH3:12]. The reactants are ClC1=CC=C(C=C1)C1=CC=C(O1)C#N (5-(p-chlorophenyl)-2-furonitrile), Cl.NO (hydroxylamine hydrochloride), [OH-].[K+] (potassium hydroxide). Solvent: C(C)O (ethanol). Yields the product ClC1=CC=C(C=C1)C1=CC=C(O1)C(N)=NO (5-(p-Chlorophenyl)-2-furamidoxime). As a reaction SMILES: [Cl:1][C:2]1[CH:7]=[CH:6][C:5]([C:8]2[O:12][C:11]([C:13]#[N:14])=[CH:10][CH:9]=2)=[CH:4][CH:3]=1.Cl.[NH2:16][OH:17].[OH-].[K+]>C(O)C>[Cl:1][C:2]1[CH:7]=[CH:6][C:5]([C:8]2[O:12][C:11]([C:13](=[N:16][OH:17])[NH2:14])=[CH:10][CH:9]=2)=[CH:4][CH:3]=1 |f:1.2,3.4|. Procedure details: A mixture of 51 g (0.25 mole) of 5-(p-chlorophenyl)-2-furonitrile, 19 g (0.27 mole) of hydroxylamine hydrochloride, 18 g (0.27 mole) of potassium hydroxide and 750 ml of absolute ethanol was heated under reflux for 1 hour. The reaction mixture was concentrated on a rotary evaporator and cooled in ice overnight. The solid was collected by filtration and washed with anhydrous ether to give 43 g (73%). Two recrystallizations from absolute ethanol gave an analytical sample, m.p. 167°-169°. Starting materials: ClC1=C(C=NN1CC(F)F)[N+](=O)[O-] (5-chloro-1-(2,2-difluoroethyl)-4-nitro-1H-pyrazole), N1CCC(CCC1)O (azepan-4-ol), CCN(C(C)C)C(C)C (DIPEA). The solvent is CCO (EtOH). Product: FC(CN1N=CC(=C1N1CCC(CCC1)O)[N+](=O)[O-])F (1-(1-(2,2-difluoroethyl)-4-nitro-1H-pyrazol-5-yl)azepan-4-ol). Yield: 62.1%. RXN SMILES: Cl[C:2]1[N:6]([CH2:7][CH:8]([F:10])[F:9])[N:5]=[CH:4][C:3]=1[N+:11]([O-:13])=[O:12].[NH:14]1[CH2:20][CH2:19][CH2:18][CH:17]([OH:21])[CH2:16][CH2:15]1.CCN(C(C)C)C(C)C>CCO>[F:9][CH:8]([F:10])[CH2:7][N:6]1[C:2]([N:14]2[CH2:20][CH2:19][CH2:18][CH:17]([OH:21])[CH2:16][CH2:15]2)=[C:3]([N+:11]([O-:13])=[O:12])[CH:4]=[N:5]1. Procedure: A solution of 5-chloro-1-(2,2-difluoroethyl)-4-nitro-1H-pyrazole (470 mg, 2.22 mmol), azepan-4-ol (281 mg, 2.44 mmol) and DIPEA (1 mL) in EtOH (3 mL) was heated at 155° C. in the microwave for 5 hr. The solvent was removed under reduced pressure and the residue purified by silica gel column chromatography (0-100% EtOAc/isohexane) to give 1-(1-(2,2-difluoroethyl)-4-nitro-1H-pyrazol-5-yl)azepan-4-ol as a pale orange gum (400 mg). This gum (390 mg, 1.35 mmol) was dissolved in MeOH (25 mL) and treat... Starting materials: N1C=NC=C1 (imidazole), [H-].[Na+] (NaH), ClC1=NC(=C(C2=CC(=CC=C12)OC)C1=CC=CC=C1)C#N (1-chloro-4-phenyl-6-methoxyisoquinoline-3-carbonitrile). The solvent is COCCOC (DME), COCCOC (DME). Reaction conditions: time 5 minute. Product: N1(C=NC=C1)C1=NC(=C(C2=CC(=CC=C12)OC)C1=CC=CC=C1)C#N (1-(1H-imidazol-1-yl)-6-methoxy-4-phenylisoquinoline-3-carbonitrile). RXN SMILES: [NH:1]1[CH:5]=[CH:4][N:3]=[CH:2]1.[H-].[Na+].Cl[C:9]1[C:18]2[C:13](=[CH:14][C:15]([O:19][CH3:20])=[CH:16][CH:17]=2)[C:12]([C:21]2[CH:26]=[CH:25][CH:24]=[CH:23][CH:22]=2)=[C:11]([C:27]#[N:28])[N:10]=1>COCCOC>[N:1]1([C:9]2[C:18]3[C:13](=[CH:14][C:15]([O:19][CH3:20])=[CH:16][CH:17]=3)[C:12]([C:21]3[CH:26]=[CH:25][CH:24]=[CH:23][CH:22]=3)=[C:11]([C:27]#[N:28])[N:10]=2)[CH:5]=[CH:4][N:3]=[CH:2]1 |f:1.2|. Reported procedure: To a solution of imidazole (15 mg) in 2 mL DME was added NaH (12 mg, 60% dispersion in mineral oil); a precipitate formed immediately. The mixture was stirred at room temp for 5 min, then heated to 75 C. A solution of 1-chloro-4-phenyl-6-methoxyisoquinoline-3-carbonitrile (60 mg) in 1 mL DME was added via cannula. Heating continued at 75 C for 45 min. The reaction was cooled to room temp and quenched by adding a few drops of water, then partitioned between saturated aqueous sodium bicarbonate an...